Dataset: the Open Reaction Database (ORD), a public repository of structured organic reaction records. Task: describe an organic reaction: reactants, conditions, products, and yield The reactants are CC(C)(C)OC(=O)NC1CCN(S(C)(=O)=O)C1, CO, Cl. Product: Cl, CS(=O)(=O)N1CCC(N)C1. Reaction SMILES: [C:1]([O:2][C:3](=[O:4])[NH:7][CH:8]1[CH2:9][N:10]([S:13](=[O:14])(=[O:15])[CH3:16])[CH2:11][CH2:12]1)([CH3:5])([CH3:6])[CH3:17].[CH3:18][OH:19].[ClH:20]>>[ClH:20].[NH2:7][CH:8]1[CH2:9][N:10]([S:13](=[O:14])(=[O:15])[CH3:16])[CH2:11][CH2:12]1. Starting materials: O (Water), CI (methyl iodide), C([O-])([O-])=O.[K+].[K+] (potassium carbonate), C(C1=CC=CC=C1)N1C(C2=CC=C(C=C2C(=C1C(=O)O)C1=CC=CC=C1)OC)=O (2-Benzyl-6-methoxy-1-oxo-4-phenyl-1,2-dihydroisoquinoline-3-carboxylic acid). The solvent is CN(C)C=O (DMF). Conditions: time 12 hour. Yields the product COC(=O)C=1N(C(C2=CC=C(C=C2C1C1=CC=CC=C1)OC)=O)CC1=CC=CC=C1 (2-benzyl-6-methoxy-1-oxo-4-phenyl-1,2-dihydroisoquinoline-3-carboxylic acid methyl ester). Isolated yield 72.4%. RXN SMILES: [CH2:1]([N:8]1[C:17]([C:18]([OH:20])=[O:19])=[C:16]([C:21]2[CH:26]=[CH:25][CH:24]=[CH:23][CH:22]=2)[C:15]2[C:10](=[CH:11][CH:12]=[C:13]([O:27][CH3:28])[CH:14]=2)[C:9]1=[O:29])[C:2]1[CH:7]=[CH:6][CH:5]=[CH:4][CH:3]=1.CI.[C:32](=O)([O-])[O-].[K+].[K+].O>CN(C=O)C>[CH3:32][O:19][C:18]([C:17]1[N:8]([CH2:1][C:2]2[CH:3]=[CH:4][CH:5]=[CH:6][CH:7]=2)[C:9](=[O:29])[C:10]2[C:15]([C:16]=1[C:21]1[CH:22]=[CH:23][CH:24]=[CH:25][CH:26]=1)=[CH:14][C:13]([O:27][CH3:28])=[CH:12][CH:11]=2)=[O:20] |f:2.3.4|. Procedure details: 2-Benzyl-6-methoxy-1-oxo-4-phenyl-1,2-dihydroisoquinoline-3-carboxylic acid (160 mg) was dissolved in DMF (3 ml), and methyl iodide (0.06 ml) and potassium carbonate (120 mg) were added at room temperature. The mixture was stirred for 12 hrs. Water was added to the reaction mixture, and the mixture was extracted with ethyl acetate. The organic layer was washed with water and saturated brine. The solvent was dried over anhydrous sodium sulfate and evaporated under reduced pressure, and the obtain... The reactants are [Al+3], O=C([O-])C(O)C(O)C(=O)[O-], C1CCOC1, CC1(C)CCC(C)(C)c2cc(C(=O)O)ccc21, [H-], [H-], [H-], [H-], [H-], [K+], [Li+], [Na+]. Yields the product CC1(C)CCC(C)(C)c2cc(CO)ccc21. Reaction SMILES: [Al+3:2].[C:25]([CH:26]([CH:27]([C:28]([O-:29])=[O:30])[OH:31])[OH:32])([O-:33])=[O:34].[CH2:37]1[O:38][CH2:39][CH2:40][CH2:41]1.[CH3:7][C:8]1([CH3:23])[c:9]2[cH:10][cH:11][c:12]([C:20](=[O:21])[OH:22])[cH:13][c:14]2[C:15]([CH3:18])([CH3:19])[CH2:16][CH2:17]1.[H-:1].[H-:24].[H-:4].[H-:5].[H-:6].[K+:35].[Li+:3].[Na+:36]>>[CH3:7][C:8]1([CH3:23])[c:9]2[cH:10][cH:11][c:12]([CH2:20][OH:21])[cH:13][c:14]2[C:15]([CH3:18])([CH3:19])[CH2:16][CH2:17]1. Reactants: crude residue, ClC=1C=C(OCC(=O)O)C=CC1C(F)(F)F ([3-Chloro-4-(trifluoromethyl)phenoxy]acetic acid), [Cl-].ClC1[NH+](CCN1C)C (2-chloro-1,3-dimethylimidazolinium chloride), Cl.NCC1=CC(=C(C=C1)NS(=O)(=O)C)C (N{4-(aminomethyl)-2-methylphenyl]methanesulfonamide hydrochloride). Solvent: C(C)N(CC)CC (triethylamine). The product is ClC=1C=C(OCC(=O)NCC2=CC(=C(C=C2)NS(=O)(=O)C)C)C=CC1C(F)(F)F (3-Chloro-4-(trifluoromethyl)phenoxyl-N-{3-methyl-4-[(methylsulfonyl)amino]benzyl}acetamide). The yield is 66.5%. As a reaction SMILES: [Cl:1][C:2]1[CH:3]=[C:4]([CH:10]=[CH:11][C:12]=1[C:13]([F:16])([F:15])[F:14])[O:5][CH2:6][C:7]([OH:9])=O.[Cl-].ClC1N(C)CC[NH+]1C.Cl.[NH2:27][CH2:28][C:29]1[CH:34]=[CH:33][C:32]([NH:35][S:36]([CH3:39])(=[O:38])=[O:37])=[C:31]([CH3:40])[CH:30]=1>C(N(CC)CC)C>[Cl:1][C:2]1[CH:3]=[C:4]([CH:10]=[CH:11][C:12]=1[C:13]([F:16])([F:15])[F:14])[O:5][CH2:6][C:7]([NH:27][CH2:28][C:29]1[CH:34]=[CH:33][C:32]([NH:35][S:36]([CH3:39])(=[O:38])=[O:37])=[C:31]([CH3:40])[CH:30]=1)=[O:9] |f:1.2,3.4|. Procedure: [3-Chloro-4-(trifluoromethyl)phenoxy]acetic acid (127 mg, 0.5 mmol), 2-chloro-1,3-dimethylimidazolinium chloride (CDI) (97 mg, 0.6 mmol), triethylamine (0.33 ml) and N{4-(aminomethyl)-2-methylphenyl]methanesulfonamide hydrochloride (151 mg, 0.6 mmol) were treated in the same procedure described in Example 2(b). The crude residue was applied to a silica gel chromatography column and eluted with a volume mixture of hexane and ethyl acetate (3/1 to 1/1) to furnish 150 mg (67% yield) of the title co...